Task: describe an organic reaction: reactants, conditions, products, and yield. Dataset: the Open Reaction Database (ORD), a public repository of structured organic reaction records The reactants are BrC1=C(C=CC=C1)OC.BrCCCCC1=C(C=CC=C1)OC (2-(4-bromobutyl)anisole 2-Bromoanisole), [CH3+3](#C)CC (secondary butyrithium). Run in O1CCCC1 (tetrahydrofuran). Conditions: time 8 hour. Yields the product BrCCCCC1=C(C=CC=C1)OC (2-(4-bromobutyl)anisole). Yield: 922.5%. Reaction SMILES: BrC1C=CC=CC=1OC.[Br:10][CH2:11][CH2:12][CH2:13][CH2:14][C:15]1[CH:20]=[CH:19][CH:18]=[CH:17][C:16]=1[O:21][CH3:22].[CH3+3](CC)#C>O1CCCC1>[Br:10][CH2:11][CH2:12][CH2:13][CH2:14][C:15]1[CH:20]=[CH:19][CH:18]=[CH:17][C:16]=1[O:21][CH3:22] |f:0.1|. Reported procedure: 2-(4-bromobutyl)anisole 2-Bromoanisole (2.0 g, 1.07 mmol) in tetrahydrofuran (20 ml) was cooled to -78° C. under nitrogen and secondary butyrithium (1.3 M, 10 ml, 1.3 eq) was charged into the resulting solution for two hours. The solution was quenched with 1,4-dibromobutane (3.2 g) and allowed to stir at ambient temperature overnight. The nmixture was diluted with ethyl acetate, washed with water and brine, and concentrated to an oil. Following chromatography on a SiO2 column, 2.4 g of 2-(4-brom... Starting materials: CC(C)(C)OC(=O)N1CCC(O)(c2ccc(Cl)cc2)C(C)(C)C1, ClCCl, O=C(O)C(F)(F)F. Yields the product CC1(C)CNCCC1(O)c1ccc(Cl)cc1. Reaction SMILES: [C:1]([O:2][C:3](=[O:4])[N:8]1[CH2:9][C:10]([CH3:22])([CH3:23])[C:11]([OH:14])([c:15]2[cH:16][cH:17][c:18]([Cl:21])[cH:19][cH:20]2)[CH2:12][CH2:13]1)([CH3:5])([CH3:6])[CH3:7].[CH2:31]([Cl:32])[Cl:33].[OH:24][C:25]([C:26]([F:27])([F:28])[F:29])=[O:30]>>[NH:8]1[CH2:9][C:10]([CH3:22])([CH3:23])[C:11]([OH:14])([c:15]2[cH:16][cH:17][c:18]([Cl:21])[cH:19][cH:20]2)[CH2:12][CH2:13]1.